This data is from the Open Reaction Database (ORD), a public repository of structured organic reaction records. The task is: describe an organic reaction: reactants, conditions, products, and yield Reactants: C(CC)(=O)OCCOC1=CC=C(C=C1)C1=C(C(=NC=2N=C(NC(C21)=O)CC)SCC=2N=C(SC2)C2=CC=C(C=C2)Cl)C#N (2-{4-[7-({[2-(4-chlorophenyl)-1,3-thiazol-4-yl]methyl}sulfanyl)-6-cyano-2-ethyl-4-oxo-3,4-dihydropyrido[2,3-d]pyrimidin-5-yl]phenoxy}ethyl propanoate), [OH-].[Li+] (lithium hydroxide). Run in O1CCOCC1.O (dioxane water). Reaction conditions: time 3 hour. Product: ClC1=CC=C(C=C1)C=1SC=C(N1)CSC=1C(=C(C2=C(N=C(NC2=O)CC)N1)C1=CC=C(C=C1)OCCO)C#N (7-({[2-(4-Chlorophenyl)-1,3-thiazol-4-yl]methyl}sulfanyl)-2-ethyl-5-[4-(2-hydroxyethoxy)phenyl]-4-oxo-3,4-dihydropyrido[2,3-d]pyrimidine-6-carbonitrile). RXN SMILES: C([O:5][CH2:6][CH2:7][O:8][C:9]1[CH:14]=[CH:13][C:12]([C:15]2[C:24]3[C:23](=[O:25])[NH:22][C:21]([CH2:26][CH3:27])=[N:20][C:19]=3[N:18]=[C:17]([S:28][CH2:29][C:30]3[N:31]=[C:32]([C:35]4[CH:40]=[CH:39][C:38]([Cl:41])=[CH:37][CH:36]=4)[S:33][CH:34]=3)[C:16]=2[C:42]#[N:43])=[CH:11][CH:10]=1)(=O)CC.[OH-].[Li+]>O1CCOCC1.O>[Cl:41][C:38]1[CH:37]=[CH:36][C:35]([C:32]2[S:33][CH:34]=[C:30]([CH2:29][S:28][C:17]3[C:16]([C:42]#[N:43])=[C:15]([C:12]4[CH:13]=[CH:14][C:9]([O:8][CH2:7][CH2:6][OH:5])=[CH:10][CH:11]=4)[C:24]4[C:23](=[O:25])[NH:22][C:21]([CH2:26][CH3:27])=[N:20][C:19]=4[N:18]=3)[N:31]=2)=[CH:40][CH:39]=1 |f:1.2,3.4|. Reported procedure: 40 mg (0.063 mmol) of 2-{4-[7-({[2-(4-chlorophenyl)-1,3-thiazol-4-yl]methyl}sulfanyl)-6-cyano-2-ethyl-4-oxo-3,4-dihydropyrido[2,3-d]pyrimidin-5-yl]phenoxy}ethyl propanoate were initially charged in 4 ml of a dioxane/water mixture 2:1, 3 mg (0.127 mmol) of lithium hydroxide were added and the mixture was stirred at RT. After 3 h, the reaction mixture was purified by preparative HPLC (mobile phase gradient: acetonitrile/water 10:90→95:5, with 0.1% TFA added). This gave 27 mg (70% of theory) of the... Starting materials: CSC(=C[N+](=O)[O-])SC, CC(C)O, NCC(Nc1ccc(Oc2ccc(Cl)cc2)cc1)c1cccc(C(F)(F)F)c1. The product is O=[N+]([O-])C=C1NCC(c2cccc(C(F)(F)F)c2)N1c1ccc(Oc2ccc(Cl)cc2)cc1. RXN SMILES: [CH3:1][S:2][C:3](=[CH:4][N+:5](=[O:6])[O-:7])[S:8][CH3:9].[CH:38]([OH:39])([CH3:40])[CH3:41].[Cl:10][c:11]1[cH:12][cH:13][c:14]([O:15][c:16]2[cH:17][cH:18][c:19]([NH:22][CH:23]([CH2:24][NH2:25])[c:26]3[cH:27][c:28]([C:32]([F:33])([F:34])[F:35])[cH:29][cH:30][cH:31]3)[cH:20][cH:21]2)[cH:36][cH:37]1>>[C:3]1(=[CH:4][N+:5](=[O:6])[O-:7])[N:22]([c:19]2[cH:18][cH:17][c:16]([O:15][c:14]3[cH:13][cH:12][c:11]([Cl:10])[cH:37][cH:36]3)[cH:21][cH:20]2)[CH:23]([c:26]2[cH:27][c:28]([C:32]([F:33])([F:34])[F:35])[cH:29][cH:30][cH:31]2)[CH2:24][NH:25]1. Reactants: CC1=CC(=NO1)CCCBr (5-methyl-3-(3-bromopropyl)isoxazole), C(CC(=O)OCC)(=O)OCC (diethyl malonate), ( c ). The product is C(=O)(O)CCCCC1=NOC(=C1)C (3-(4-Carboxybutyl)-5-methylisoxazole). The yield is 56.0%. RXN SMILES: [CH3:1][C:2]1[O:6][N:5]=[C:4]([CH2:7][CH2:8][CH2:9]Br)[CH:3]=1.C(OCC)(=O)[CH2:12][C:13]([O:15]CC)=[O:14]>>[C:13]([CH2:12][CH2:9][CH2:8][CH2:7][C:4]1[CH:3]=[C:2]([CH3:1])[O:6][N:5]=1)([OH:15])=[O:14]. Procedure: 3-(4-Carboxybutyl)-5-methylisoxazole was prepared from 5-methyl-3-(3-bromopropyl)isoxazole and diethyl malonate according to the procedure of part (c) above, and was obtained in 56% yield as a colorless solid, m.p. 58°-60° C. when recrystallized from carbon tetrachloride. Starting materials: CNCC(=O)O (N-methyl glycine), CNCC(=O)O (N-methyl-glycine), biotin-NHS ester, C1CN(CCN(CCN(CCN1CC(=O)O)CC(=O)O)CC(=O)O)CC(=O)O.OC(=O)CCCC[C@@H]1SC[C@@H]2NC(=O)N[C@H]12 (DOTA biotin), C1CN(CCN(CCN(CCN1CC(=O)O)CC(=O)O)CC(=O)O)CC(=O)O.OC(=O)CCCC[C@@H]1SC[C@@H]2NC(=O)N[C@H]12 (DOTA biotin). Solvent: CN(C)C=O (DMF), C(C)N(CC)CC (triethylamine). Yields the product CNCC(=O)C(C(O)=O)CCC[C@@H]1SC[C@@H]2NC(=O)N[C@H]12 (N-methyl glycyl-biotin). As a reaction SMILES: [CH3:1][NH:2][CH2:3][C:4]([OH:6])=O.C1N(CC(O)=O)CCN(CC(O)=O)CCN(CC(O)=O)CCN(CC(O)=O)C1.[OH:35][C:36]([CH2:38][CH2:39][CH2:40][CH2:41][C@H:42]1[C@@H:50]2[C@@H:45]([NH:46][C:47]([NH:49]2)=[O:48])[CH2:44][S:43]1)=[O:37]>CN(C=O)C.C(N(CC)CC)C>[CH3:1][NH:2][CH2:3][C:4]([CH:38]([CH2:39][CH2:40][CH2:41][C@H:42]1[C@@H:50]2[C@@H:45]([NH:46][C:47]([NH:49]2)=[O:48])[CH2:44][S:43]1)[C:36](=[O:35])[OH:37])=[O:6] |f:1.2|. Procedure: The N-methyl glycine-linked DOTA-biotin conjugate was prepared by an analogous method to that used to prepare D-analine-linked DOTA-biotin conjugates. N-methyl-glycine (trivial name carcosine, available from Sigma Chemical Co.) was condensed with biotin-NHS ester in DMF and triethylamine to obtain N-methyl glycyl-biotin. N-methyl-glycyl biotin was then activated with EDCI and NHS. The resultant NHS ester was not isolated and was condensed in situ with DOTA-aniline and excess pyridine. The reacti... Reactants: CC=1OC2=C(C1C)C=C(C=C2)[N+](=O)[O-] (2,3-Dimethyl-5-nitrobenzofuran). Reagents/catalysts: [Pd] (palladium on carbon). The solvent is CO (methanol). Product: CC=1OC2=C(C1C)C=C(C=C2)N (2,3-dimethyl-5-aminobenzofuran). RXN SMILES: [CH3:1][C:2]1[O:3][C:4]2[CH:11]=[CH:10][C:9]([N+:12]([O-])=O)=[CH:8][C:5]=2[C:6]=1[CH3:7]>[Pd].CO>[CH3:1][C:2]1[O:3][C:4]2[CH:11]=[CH:10][C:9]([NH2:12])=[CH:8][C:5]=2[C:6]=1[CH3:7]. Procedure: 2,3-Dimethyl-5-nitrobenzofuran (13.4 g.) was hydrogenated in 200 ml. of methanol over 0.6 g. of 5% palladium on carbon. The catalyst was removed by filtration and the filtrate was evaporated to dryness to give 2,3-dimethyl-5-aminobenzofuran, m.p. 77°-78° C. Reactants: IC1=C(C(=NN1)C(=O)OCC)C (ethyl 5-iodo-4-methyl-1H-pyrazole-3-carboxylate), IC1=C(C(=NN1)C(=O)OCC)C (ethyl 5-iodo-4-methyl-1H-pyrazole-3-carboxylate), [OH-].[NH4+] (ammonium hydroxide). Run at temperature 60 celsius, time 8 hour. The yield is 89.0%. Reported procedure: Into a 100-mL round-bottom flask, was placed a solution of ethyl 5-iodo-4-methyl-1H-pyrazole-3-carboxylate (compound 258.1, 500 mg, 1.79 mmol) in methanol (5 mL). Then ammonium hydroxide (15 mL, 25% aq.) was added and the resulting solution was stirred overnight at 60° C. The mixture was concentrated under reduced pressure to obtain the title compound as a white solid (400 mg, 89%). As a reaction SMILES: [I:1][C:2]1[NH:6][N:5]=[C:4]([C:7](OCC)=[O:8])[C:3]=1[CH3:12].[OH-].[NH4+:14]>CO>[I:1][C:2]1[NH:6][N:5]=[C:4]([C:7]([NH2:14])=[O:8])[C:3]=1[CH3:12] |f:1.2|. The product is IC1=C(C(=NN1)C(=O)N)C (5-Iodo-4-methyl-1H-pyrazole-3-carboxamide). Run in CO (methanol). The reactants are O=C(Cl)c1ccccc1, ClCCl, CC(C)(CCl)C(=O)N(O)Cc1ccccc1Cl, c1ccncc1. Product: CC(C)(CCl)C(=O)N(Cc1ccccc1Cl)OC(=O)c1ccccc1. RXN SMILES: [C:18]([c:19]1[cH:20][cH:21][cH:22][cH:23][cH:24]1)(=[O:25])[Cl:26].[CH2:33]([Cl:34])[Cl:35].[Cl:1][CH2:2][C:3]([C:4](=[O:5])[N:6]([OH:7])[CH2:8][c:9]1[c:10]([Cl:15])[cH:11][cH:12][cH:13][cH:14]1)([CH3:16])[CH3:17].[cH:27]1[cH:28][cH:29][n:30][cH:31][cH:32]1>>[Cl:1][CH2:2][C:3]([C:4](=[O:5])[N:6]([O:7][C:18]([c:19]1[cH:20][cH:21][cH:22][cH:23][cH:24]1)=[O:25])[CH2:8][c:9]1[c:10]([Cl:15])[cH:11][cH:12][cH:13][cH:14]1)([CH3:16])[CH3:17]. Reactants: NC1=CC(=C(C=C1)O)Cl (4-amino-2-chlorophenol), CN1N(C(C(=C1C)C(=O)O)=O)C1=CC=CC=C1 (1,5-dimethyl-3-oxo-2-phenyl-2,3-dihydro-1H-pyrazole-4-carboxylic acid), CCN=C=NCCCN(C)C (EDCI), C1=CC2=C(N=C1)N(N=N2)O (HOAT). The solvent is C(Cl)Cl (DCM). Run at temperature 45 celsius, time 20 hour. Yields the product NC1=NC=CC(=C1)OC1=C(C=C(C=C1)NC(=O)C=1C(N(N(C1C)C)C1=CC=CC=C1)=O)Cl (N-(4-((2-aminopyridin-4-yl)oxy)-3-chlorophenyl)-1,5-dimethyl-3-oxo-2-phenyl-2,3-dihydro-1H-pyrazole-4-carboxamide). Isolated yield 277.8%. Reaction SMILES: [NH2:1][C:2]1[CH:7]=[CH:6][C:5]([OH:8])=[C:4]([Cl:9])[CH:3]=1.[CH3:10][N:11]1[C:15]([CH3:16])=[C:14]([C:17]([OH:19])=O)[C:13](=[O:20])[N:12]1[C:21]1[CH:26]=[CH:25][CH:24]=[CH:23][CH:22]=1.CCN=C=NCCCN(C)C.[CH:38]1[CH:43]=[N:42][C:41]2[N:44](O)N=N[C:40]=2[CH:39]=1>C(Cl)Cl>[NH2:44][C:41]1[CH:40]=[C:39]([O:8][C:5]2[CH:6]=[CH:7][C:2]([NH:1][C:17]([C:14]3[C:13](=[O:20])[N:12]([C:21]4[CH:26]=[CH:25][CH:24]=[CH:23][CH:22]=4)[N:11]([CH3:10])[C:15]=3[CH3:16])=[O:19])=[CH:3][C:4]=2[Cl:9])[CH:38]=[CH:43][N:42]=1. Procedure details: To a suspension of 4-amino-2-chlorophenol (4.0 g, 28.00 mmol) and 1,5-dimethyl-3-oxo-2-phenyl-2,3-dihydro-1H-pyrazole-4-carboxylic acid (7.4 g, 30.11 mmol) in DCM (70 mL) were added EDCI (6.65 g, 30.11 mmol) and HOAT (0.76 g, 5.68 mmol). The mixture was stirred at 45° C. for 20 hours, then cooled to rt and filtered. The filter cake was washed with DCM (20 mL×3), and dried at 50° C. in a vacuum oven overnight to give the title product as a gray solid (7.1 g, 72.1%).